This data is from the Open Reaction Database (ORD), a public repository of structured organic reaction records. The task is: describe an organic reaction: reactants, conditions, products, and yield The product is CC#CCOc1ccc(S(=O)(=O)C(C(=O)OCC)C2CCN(C(C)=O)CC2)cc1. RXN SMILES: [CH2:1]([CH3:2])[O:3][C:4]([CH:5]([CH:6]1[CH2:7][CH2:8][NH:9][CH2:10][CH2:11]1)[S:12](=[O:13])(=[O:14])[c:15]1[cH:16][cH:17][c:18]([O:21][CH2:22][C:23]#[C:24][CH3:25])[cH:19][cH:20]1)=[O:26].[CH3:27][C:28]([Cl:29])=[O:30]>>[CH2:1]([CH3:2])[O:3][C:4]([CH:5]([CH:6]1[CH2:7][CH2:8][N:9]([C:28]([CH3:27])=[O:30])[CH2:10][CH2:11]1)[S:12](=[O:13])(=[O:14])[c:15]1[cH:16][cH:17][c:18]([O:21][CH2:22][C:23]#[C:24][CH3:25])[cH:19][cH:20]1)=[O:26]. The reactants are CC#CCOc1ccc(S(=O)(=O)C(C(=O)OCC)C2CCNCC2)cc1, CC(=O)Cl. Starting materials: [BH3-]C#N, CCOC(CN1CCC(C(=O)c2ccc(F)cc2)CC1)OCC, C1CCOC1, COc1ccccc1N, CO, Cl, [Na+], [Na+], [Na+], O=C([O-])[O-]. Product: COc1ccccc1NCCN1CCC(C(=O)c2ccc(F)cc2)CC1. As a reaction SMILES: [C:34]([BH3-:35])#[N:36].[CH2:1]([O:2][CH:4]([O:3][CH2:21][CH3:22])[CH2:5][N:6]1[CH2:7][CH2:8][CH:9]([C:12]([c:13]2[cH:14][cH:15][c:16]([F:19])[cH:17][cH:18]2)=[O:20])[CH2:10][CH2:11]1)[CH3:23].[CH2:44]1[O:45][CH2:46][CH2:47][CH2:48]1.[CH3:25][O:26][c:27]1[c:28]([NH2:33])[cH:29][cH:30][cH:31][cH:32]1.[CH3:49][OH:50].[ClH:24].[Na+:37].[Na+:38].[Na+:39].[O-:40][C:41](=[O:42])[O-:43]>>[CH2:4]([CH2:5][N:6]1[CH2:7][CH2:8][CH:9]([C:12]([c:13]2[cH:14][cH:15][c:16]([F:19])[cH:17][cH:18]2)=[O:20])[CH2:10][CH2:11]1)[NH:33][c:28]1[c:27]([O:26][CH3:25])[cH:32][cH:31][cH:30][cH:29]1.